This data is from the Open Reaction Database (ORD), a public repository of structured organic reaction records. The task is: describe an organic reaction: reactants, conditions, products, and yield Starting materials: NC(=O)c1ccccc1B(O)O, COc1cccc(OC)c1-c1ccccc1P(C1CCCCC1)C1CCCCC1, CNC(=O)c1c(-c2ccc(F)cc2)oc2ccc(-c3ccc(Cl)c(C(=O)OC)c3)cc12, [K+], [K+], [K+], CC(=O)[O-], CC(=O)[O-], C1COCCO1, O, O=P([O-])([O-])[O-], [Pd+2]. Yields the product CNC(=O)c1c(-c2ccc(F)cc2)oc2ccc(-c3ccc(-c4ccccc4C(N)=O)c(C(=O)OC)c3)cc12. Reaction SMILES: [C:1]([NH2:2])(=[O:3])[c:4]1[c:5]([B:10]([OH:11])[OH:12])[cH:6][cH:7][cH:8][cH:9]1.[CH:52]1([P:53]([CH:54]2[CH2:55][CH2:56][CH2:57][CH2:58][CH2:59]2)[c:60]2[cH:61][cH:62][cH:63][cH:64][c:65]2-[c:66]2[c:67]([O:68][CH3:69])[cH:70][cH:71][cH:72][c:73]2[O:74][CH3:75])[CH2:76][CH2:77][CH2:78][CH2:79][CH2:80]1.[Cl:13][c:14]1[c:15]([C:16](=[O:17])[O:18][CH3:19])[cH:20][c:21](-[c:24]2[cH:25][cH:26][c:27]3[c:28]([c:29]([C:39]([NH:40][CH3:41])=[O:42])[c:30](-[c:32]4[cH:33][cH:34][c:35]([F:38])[cH:36][cH:37]4)[o:31]3)[cH:43]2)[cH:22][cH:23]1.[K+:49].[K+:50].[K+:51].[O-:82][C:83]([CH3:84])=[O:85].[O-:86][C:87]([CH3:88])=[O:89].[O:91]1[CH2:92][CH2:93][O:94][CH2:95][CH2:96]1.[OH2:90].[P:44]([O-:45])([O-:46])([O-:47])=[O:48].[Pd+2:81]>>[C:1]([NH2:2])(=[O:3])[c:4]1[c:5](-[c:14]2[c:15]([C:16](=[O:17])[O:18][CH3:19])[cH:20][c:21](-[c:24]3[cH:25][cH:26][c:27]4[c:28]([c:29]([C:39]([NH:40][CH3:41])=[O:42])[c:30](-[c:32]5[cH:33][cH:34][c:35]([F:38])[cH:36][cH:37]5)[o:31]4)[cH:43]3)[cH:22][cH:23]2)[cH:6][cH:7][cH:8][cH:9]1.